From a dataset of the Open Reaction Database (ORD), a public repository of structured organic reaction records. describe an organic reaction: reactants, conditions, products, and yield Starting materials: N (ammonia), C(C1=CC=CC=C1)[C@@H]1C(=O)OCC1 ((S)-2-benzylbutyrolactone), ClCCl.CO (dichloromethane methanol). Solvent: C(C)O (ethanol). Product: C(C1=CC=CC=C1)[C@](C(=O)N)(CC)O ((S)-2-benzylhydroxybutyramide). RXN SMILES: [CH2:1]([C@H:8]1[CH2:13][CH2:12]O[C:9]1=[O:10])[C:2]1[CH:7]=[CH:6][CH:5]=[CH:4][CH:3]=1.[NH3:14].ClCCl.C[OH:19]>C(O)C>[CH2:1]([C@@:8]([OH:19])([CH2:13][CH3:12])[C:9]([NH2:14])=[O:10])[C:2]1[CH:7]=[CH:6][CH:5]=[CH:4][CH:3]=1 |f:2.3|. Procedure: (S)-2-benzylbutyrolactone (1 gram) was dissolved in 5 ml of absolute ethanol, followed by the addition of 0.5 gram of gaseous ammonia. The solution was kept in a stoppered flask, and the progress of the reaction was followed by thin layer chromatography (eluent dichloromethane/methanol 20:1). After the reaction was judged complete, the ethanol was evaporated and the resulting residue redissolved in ethyl acetate. Ammonia was removed by extraction with 1% HCl, and the ethyl acetate solution was d... Reactants: C(C)N1CC(CCC1)CO (N-ethyl-3-hydroxymethylpiperidine), Br (hydrogen bromide). The product is BrCC1CN(CCC1)CC (3-bromomethyl-N-ethylpiperidine). As a reaction SMILES: [CH2:1]([N:3]1[CH2:8][CH2:7][CH2:6][CH:5]([CH2:9]O)[CH2:4]1)[CH3:2].[BrH:11]>>[Br:11][CH2:9][CH:5]1[CH2:6][CH2:7][CH2:8][N:3]([CH2:1][CH3:2])[CH2:4]1. Reported procedure: A mixture of 5.0 g. (0.0349 mol.) of N-ethyl-3-hydroxymethylpiperidine and 52 ml. of 48% hydrogen bromide was refluxed for six hours then cooled and evaporated to dryness. The residue was made basic by addition of 5% aqueous sodium carbonate and extracted with methylene chloride. The methylene chloride solution was dried (MgSO4) and evaporated to dryness to give 3-bromomethyl-N-ethylpiperidine. Reactants: C(C)SCC1=NC2=C(N1CC1=CC=C(C=C1)C=1C(=CC=CC1)C(=O)O)C=CC=C2 (4'-[(2-ethylthiomethyl-benzimidazol-1-yl)-methyl]biphenyl-2-carboxylic acid), OO (hydrogen peroxide). Solvent: C(C)(=O)O (acetic acid). Run at time 24 hour. Yields the product C(C)S(=O)CC1=NC2=C(N1CC1=CC=C(C=C1)C=1C(=CC=CC1)C(=O)O)C=CC=C2 (4'-[(2-Ethylsulphinylmethyl-benzimidazol-1-yl)-methyl]biphenyl-2-carboxylic acid). RXN SMILES: [CH2:1]([S:3][CH2:4][C:5]1[N:9]([CH2:10][C:11]2[CH:16]=[CH:15][C:14]([C:17]3[C:18]([C:23]([OH:25])=[O:24])=[CH:19][CH:20]=[CH:21][CH:22]=3)=[CH:13][CH:12]=2)[C:8]2[CH:26]=[CH:27][CH:28]=[CH:29][C:7]=2[N:6]=1)[CH3:2].[OH:30]O>C(O)(=O)C>[CH2:1]([S:3]([CH2:4][C:5]1[N:9]([CH2:10][C:11]2[CH:12]=[CH:13][C:14]([C:17]3[C:18]([C:23]([OH:25])=[O:24])=[CH:19][CH:20]=[CH:21][CH:22]=3)=[CH:15][CH:16]=2)[C:8]2[CH:26]=[CH:27][CH:28]=[CH:29][C:7]=2[N:6]=1)=[O:30])[CH3:2]. Procedure details: 2.01 g (5.0 mmol) of 4'-[(2-ethylthiomethyl-benzimidazol-1-yl)-methyl]biphenyl-2-carboxylic acid are dissolved in 25 ml of glacial acetic acid and treated with 0.51 ml of 30% strength hydrogen peroxide. The solution is allowed to stand for 24 hours at ambient temperature and is then evaporated to dryness. The residue is purified over a silica gel column (grain size: 40-63 μm, eluting agent: methylene chloride/ethanol/glacial acetic acid=50/1/0.15). The homogeneous fractions are combined, the sol... Starting materials: C(C)(C)(C)OC(=O)N(C)[C@@H]1CC[C@H](CC1)C1=C(C=C(C=C1)CCCO)CNC (trans-N-tert.butoxycarbonyl-N-methyl-4-[4-(3-hydroxypropyl)methylaminomethylphenyl]cyclohexylamine), FC(C(=O)O)(F)F (trifluoroacetic acid), [OH-].[Na+] (sodium hydroxide). Run in C(Cl)Cl (methylene chloride). Reaction conditions: time 2 hour. Yields the product OCCCC1=CC(=C(C=C1)[C@@H]1CC[C@H](CC1)NC)CNC (trans-4-[4-(3-Hydroxypropyl)methylaminomethylphenyl]-N-methylcyclohexylamin). Reaction SMILES: C(O[C:6]([N:8]([C@H:10]1[CH2:15][CH2:14][C@H:13]([C:16]2[CH:21]=[CH:20][C:19]([CH2:22][CH2:23][CH2:24][OH:25])=[CH:18][C:17]=2[CH2:26][NH:27][CH3:28])[CH2:12][CH2:11]1)C)=O)(C)(C)C.FC(F)(F)C(O)=O.[OH-].[Na+]>C(Cl)Cl>[OH:25][CH2:24][CH2:23][CH2:22][C:19]1[CH:20]=[CH:21][C:16]([C@H:13]2[CH2:14][CH2:15][C@H:10]([NH:8][CH3:6])[CH2:11][CH2:12]2)=[C:17]([CH2:26][NH:27][CH3:28])[CH:18]=1 |f:2.3|. Reported procedure: 7.1 g of trans-N-tert.butoxycarbonyl-N-methyl-4-[4-(3-hydroxypropyl)methylaminomethylphenyl]cyclohexylamine are combined with 20 ml of trifluoroacetic acid in 150 ml of methylene chloride at ambient temperature. After 2 hours, ice and 6N sodium hydroxide solution are added, the organic phase is separated off, washed, dried and evaporated down. After the residue has been recrystallised from ether, 3.1 g of the title compound are obtained, melting point 144°-146° C.